describe an organic reaction: reactants, conditions, products, and yield From a dataset of the Open Reaction Database (ORD), a public repository of structured organic reaction records. The reactants are FC(C(=O)NC=1N=C2N(C=C(C=C2)C(C2=CC=CC=C2)=O)C1C1=CC(=CC(=C1)F)F)(F)F (2-trifluoroacetamido-3-(3,5-difluorophenyl)-6-benzoyl-imidazo[1,2-a]pyridine). The solvent is CC(OCC)=O (EA). The product is NC=1N=C2N(C=C(C=C2)C(C2=CC=CC=C2)=O)C1C1=CC(=CC(=C1)F)F (2-Amino-3-(3,5-difluorophenyl)-6-benzoyl-imidazo[1,2-a]pyridine). RXN SMILES: FC(F)(F)C([NH:5][C:6]1[N:7]=[C:8]2[CH:13]=[CH:12][C:11]([C:14](=[O:21])[C:15]3[CH:20]=[CH:19][CH:18]=[CH:17][CH:16]=3)=[CH:10][N:9]2[C:22]=1[C:23]1[CH:28]=[C:27]([F:29])[CH:26]=[C:25]([F:30])[CH:24]=1)=O>CC(=O)OCC>[NH2:5][C:6]1[N:7]=[C:8]2[CH:13]=[CH:12][C:11]([C:14](=[O:21])[C:15]3[CH:20]=[CH:19][CH:18]=[CH:17][CH:16]=3)=[CH:10][N:9]2[C:22]=1[C:23]1[CH:24]=[C:25]([F:30])[CH:26]=[C:27]([F:29])[CH:28]=1. Reported procedure: The 2-trifluoroacetamido-3-(3,5-difluorophenyl)-6-benzoyl-imidazo[1,2-a]pyridine (10.2 g, 22.9 mmol) was converted to product in a manner substantially analogous to Example 56 to yield 4.93 g. (61.6%). EA, MS(FD). Reactants: ClC1=NC=2CCCCC2C=2N1C(N(N2)C2=CC=CC=C2)=O (5-chloro-2-phenyl-7,8,9,10-tetrahydro-1,2,4-triazolo[4,3-c]quinazolin-3-one), C(C)(C)N(CC)C(C)C (diisopropylethylamine), [BH4-].[Na+] (NaBH4). The reagents and catalysts are [Pd] (Pd-C). The solvent is O (water). The product is C1(=CC=CC=C1)N1N=C2N(CNC=3CCCCC23)C1=O (2-phenyl-5,6,7,8,9,10-hexahydro-1,2,4-triazolo[4,3-c]-quinazolin-3-one). RXN SMILES: Cl[C:2]1[N:11]2[C:12](=[O:21])[N:13]([C:15]3[CH:20]=[CH:19][CH:18]=[CH:17][CH:16]=3)[N:14]=[C:10]2[C:9]2[CH2:8][CH2:7][CH2:6][CH2:5][C:4]=2[N:3]=1.C(N(C(C)C)CC)(C)C.[BH4-].[Na+]>[Pd].O>[C:15]1([N:13]2[C:12](=[O:21])[N:11]3[CH2:2][NH:3][C:4]4[CH2:5][CH2:6][CH2:7][CH2:8][C:9]=4[C:10]3=[N:14]2)[CH:16]=[CH:17][CH:18]=[CH:19][CH:20]=1 |f:2.3|. Procedure: A mixture of 5-chloro-2-phenyl-7,8,9,10-tetrahydro-1,2,4-triazolo[4,3-c]quinazolin-3-one (150 mg, 0.5 mmol), diisopropylethylamine (130 ml, 0.74 mmol) and 10% Pd-C (30 mg) was hydrogenated under H2 balloon for 1 hour. The reaction was filtered through Celite. NaBH4 (30 mg, 0.79 mmol) was added to the filtrate and the mixture was heated to reflux temperature. The reaction was poured into water and extracted with CH2Cl2 (3×50 ml). The combined organic layers were dried over Na2SO4 and evaporated u... The reactants are BrCC1=NC=CC=C1[N+](=O)[O-] (2-bromomethyl-3-nitropyridine), FC1=C(C=CC(=C1)F)O (2,4-difluorophenol). Yields the product FC1=C(OCC2=NC=CC=C2[N+](=O)[O-])C=CC(=C1)F (2-(2,4-difluorophenoxymethyl)-3-nitropyridine). Yield: 98.0%. Reaction SMILES: Br[CH2:2][C:3]1[C:8]([N+:9]([O-:11])=[O:10])=[CH:7][CH:6]=[CH:5][N:4]=1.[F:12][C:13]1[CH:18]=[C:17]([F:19])[CH:16]=[CH:15][C:14]=1[OH:20]>>[F:12][C:13]1[CH:18]=[C:17]([F:19])[CH:16]=[CH:15][C:14]=1[O:20][CH2:2][C:3]1[C:8]([N+:9]([O-:11])=[O:10])=[CH:7][CH:6]=[CH:5][N:4]=1. Procedure: In accordance with the same procedures as in Step 3 of Preparation 1, except for using 2-bromomethyl-3-nitropyridine prepared in Step 2 of Preparation 1 and 2,4-difluorophenol, the titled compound was obtained as yellow solid. (Yield: 98%) Reactants: CCO, CCN(C(C)C)C(C)C, O=[N+]([O-])c1ccc(Cl)nc1Cl, NC1CCSCC1. The product is O=[N+]([O-])c1ccc(Cl)nc1NC1CCSCC1. As a reaction SMILES: [CH3:28][CH2:29][OH:30].[CH:19]([N:20]([CH2:21][CH3:22])[CH:23]([CH3:24])[CH3:25])([CH3:26])[CH3:27].[Cl:1][c:2]1[n:3][c:4]([Cl:11])[cH:5][cH:6][c:7]1[N+:8](=[O:9])[O-:10].[S:12]1[CH2:13][CH2:14][CH:15]([NH2:18])[CH2:16][CH2:17]1>>[c:2]1([NH:18][CH:15]2[CH2:14][CH2:13][S:12][CH2:17][CH2:16]2)[n:3][c:4]([Cl:11])[cH:5][cH:6][c:7]1[N+:8](=[O:9])[O-:10]. The reactants are C(C)C=1C=CC2=C(C(OC(N2)=O)=O)C1 (6-ethyl-2H-3,1-benzoxazine-2,4(1H)-dione), NC(=O)N (urea), O (water). Run in CN(C=O)C (N,N-dimethylformamide). Yields the product C(C)C=1C=C2C(NC(NC2=CC1)=O)=O (6-ethyl-1H,3H-quinazoline-2,4-dione). Yield: 60.4%. RXN SMILES: [CH2:1]([C:3]1[CH:4]=[CH:5][C:6]2[NH:11][C:10](=[O:12])[O:9][C:8](=O)[C:7]=2[CH:14]=1)[CH3:2].[NH2:15]C(N)=O.O>CN(C)C=O>[CH2:1]([C:3]1[CH:14]=[C:7]2[C:6](=[CH:5][CH:4]=1)[NH:11][C:10](=[O:12])[NH:15][C:8]2=[O:9])[CH3:2]. Procedure details: A mixture of 6-ethyl-2H-3,1-benzoxazine-2,4(1H)-dione (19.55 g) and urea (6.18 g) in dry N,N-dimethylformamide (98 ml) was heated under reflux for 3 hours and 40 minutes. After the reaction mixture was cooled to ambient temperature, to the mixture was added water with stirring to give crystals, which were separated by filtration, washed with water and dried under reduced pressure to give crystalline 6-ethyl-1H,3H-quinazoline-2,4-dione (11.74 g). The reactants are C1CCOC1, O=S(=O)(Cl)CCCCl, [Na+], O=C([O-])O, NC1CCN(Cc2ccc(C3COc4ccccc4O3)cc2)CC1, c1ccncc1. Reaction SMILES: [CH2:39]1[O:40][CH2:41][CH2:42][CH2:43]1.[Cl:25][CH2:26][CH2:27][CH2:28][S:29](=[O:30])(=[O:31])[Cl:32].[Na+:48].[O-:44][C:45]([OH:46])=[O:47].[O:1]1[CH:2]([c:11]2[cH:12][cH:13][c:14]([CH2:15][N:16]3[CH2:17][CH2:18][CH:19]([NH2:22])[CH2:20][CH2:21]3)[cH:23][cH:24]2)[CH2:3][O:4][c:5]2[c:6]1[cH:7][cH:8][cH:9][cH:10]2.[cH:33]1[cH:34][cH:35][n:36][cH:37][cH:38]1>>[O:1]1[CH:2]([c:11]2[cH:12][cH:13][c:14]([CH2:15][N:16]3[CH2:17][CH2:18][CH:19]([NH:22][S:29]([CH2:28][CH2:27][CH2:26][Cl:25])(=[O:30])=[O:31])[CH2:20][CH2:21]3)[cH:23][cH:24]2)[CH2:3][O:4][c:5]2[c:6]1[cH:7][cH:8][cH:9][cH:10]2. Product: O=S(=O)(CCCCl)NC1CCN(Cc2ccc(C3COc4ccccc4O3)cc2)CC1.